This data is from the Open Reaction Database (ORD), a public repository of structured organic reaction records. The task is: describe an organic reaction: reactants, conditions, products, and yield Run at temperature -40 celsius, time 15 minute. The product is [Si](C1=CC=CC=C1)(C1=CC=CC=C1)(C(C)(C)C)OC(/C=C/C1=CC=CC(=N1)C=O)CCCCCCCC (6-[(1E)-(3RS)-3-tert- butyldiphenylsilyloxy-1-undecenyl]-pyridine-2-carbaldehyde). The yield is 84.6%. The solvent is C(C)OCC (diethyl ether), O1CCCC1 (tetrahydrofuran). The reactants are C(CCC)[Li] (n-butyllithium), BrC1=NC(=CC=C1)\C=C\C(CCCCCCCC)O[Si](C1=CC=CC=C1)(C1=CC=CC=C1)C(C)(C)C (2-bromo-6-[(1E)-(3RS)-3-tert-butyldiphenylsilyloxy-1-undecenyl]-pyridine), 2, Cl (hydrochloric acid), CN(C=O)C (dimethylformamide). RXN SMILES: C([Li])CCC.Br[C:7]1[CH:12]=[CH:11][CH:10]=[C:9](/[CH:13]=[CH:14]/[CH:15]([O:24][Si:25]([C:38]([CH3:41])([CH3:40])[CH3:39])([C:32]2[CH:37]=[CH:36][CH:35]=[CH:34][CH:33]=2)[C:26]2[CH:31]=[CH:30][CH:29]=[CH:28][CH:27]=2)[CH2:16][CH2:17][CH2:18][CH2:19][CH2:20][CH2:21][CH2:22][CH3:23])[N:8]=1.CN(C)[CH:44]=[O:45].Cl>C(OCC)C.O1CCCC1>[Si:25]([O:24][CH:15]([CH2:16][CH2:17][CH2:18][CH2:19][CH2:20][CH2:21][CH2:22][CH3:23])/[CH:14]=[CH:13]/[C:9]1[N:8]=[C:7]([CH:44]=[O:45])[CH:12]=[CH:11][CH:10]=1)([C:38]([CH3:41])([CH3:40])[CH3:39])([C:32]1[CH:37]=[CH:36][CH:35]=[CH:34][CH:33]=1)[C:26]1[CH:31]=[CH:30][CH:29]=[CH:28][CH:27]=1. Procedure details: 1.16 ml of n-butyllithium (1.6 molar in hexane) is instilled in a suspension of 500 mg of 2-bromo-6-[(1E)-(3RS)-3-tert-butyldiphenylsilyloxy-1-undecenyl]-pyridine in 2 ml of diethyl ether and 1 ml of tetrahydrofuran at -80° C. under argon atmosphere. After completion of the addition, the reaction mixture is stirred for 15 minutes at -40° C., cooled to -80° C. and mixed by instillation at this temperature with 140 mg of dimethylformamide. After 4 hours at -80° C., the reaction mixture is hydrolyz...